This data is from the Open Reaction Database (ORD), a public repository of structured organic reaction records. The task is: describe an organic reaction: reactants, conditions, products, and yield The reactants are CC#CCn1c(N2CCCC(NC(=O)OC(C)(C)C)C2)nc2c(=O)n(C)n(CCS(=O)(=O)c3ccccc3)c(=O)c21, CC(C)(C)[O-], [K+], C1CCOC1, O. Product: CC#CCn1c(N2CCCC(NC(=O)OC(C)(C)C)C2)nc2c(=O)n(C)[nH]c(=O)c21. RXN SMILES: [CH2:7]([C:8]#[C:9][CH3:10])[n:11]1[c:12]([N:34]2[CH2:35][CH:36]([NH:40][C:41](=[O:42])[O:43][C:44]([CH3:45])([CH3:46])[CH3:47])[CH2:37][CH2:38][CH2:39]2)[n:13][c:14]2[c:15]1[c:16](=[O:33])[n:17]([CH2:22][CH2:23][S:24]([c:25]1[cH:26][cH:27][cH:28][cH:29][cH:30]1)(=[O:31])=[O:32])[n:18]([CH3:21])[c:19]2=[O:20].[CH3:1][C:2]([CH3:3])([O-:4])[CH3:5].[K+:6].[O:48]1[CH2:49][CH2:50][CH2:51][CH2:52]1.[OH2:53]>>[CH2:7]([C:8]#[C:9][CH3:10])[n:11]1[c:12]([N:34]2[CH2:35][CH:36]([NH:40][C:41](=[O:42])[O:43][C:44]([CH3:45])([CH3:46])[CH3:47])[CH2:37][CH2:38][CH2:39]2)[n:13][c:14]2[c:15]1[c:16](=[O:33])[nH:17][n:18]([CH3:21])[c:19]2=[O:20]. Reactants: CC(C)(C)[Si](C)(C)OCC1Cn2cc([N+](=O)[O-])nc2O1, CCO, CO, Cl, N. The product is O=[N+]([O-])c1cn2c(n1)OC(CO)C2. As a reaction SMILES: [C:1]([Si:2]([CH3:3])([CH3:4])[O:6][CH2:7][CH:8]1[CH2:9][n:10]2[c:11]([n:13][c:14]([N+:16](=[O:17])[O-:18])[cH:15]2)[O:12]1)([CH3:5])([CH3:19])[CH3:20].[CH3:23][CH2:24][OH:25].[CH3:26][OH:27].[ClH:21].[NH3:22]>>[OH:6][CH2:7][CH:8]1[CH2:9][n:10]2[c:11]([n:13][c:14]([N+:16](=[O:17])[O-:18])[cH:15]2)[O:12]1. The reactants are CC(CBr)c1nc2cc[nH]c(=O)c2c2cc(F)ccc12, C1COCCN1, CC#N. Product: CC(CN1CCOCC1)c1nc2cc[nH]c(=O)c2c2cc(F)ccc12. Reaction SMILES: [Br:1][CH2:2][CH:3]([CH3:4])[c:5]1[n:6][c:7]2[cH:8][cH:9][nH:10][c:11](=[O:20])[c:12]2[c:13]2[c:14]1[cH:15][cH:16][c:17]([F:19])[cH:18]2.[CH2:24]1[CH2:25][O:26][CH2:27][CH2:28][NH:29]1.[CH3:21][C:22]#[N:23]>>[CH2:2]([CH:3]([CH3:4])[c:5]1[n:6][c:7]2[cH:8][cH:9][nH:10][c:11](=[O:20])[c:12]2[c:13]2[c:14]1[cH:15][cH:16][c:17]([F:19])[cH:18]2)[N:29]1[CH2:24][CH2:25][O:26][CH2:27][CH2:28]1.